Task: describe an organic reaction: reactants, conditions, products, and yield. Dataset: the Open Reaction Database (ORD), a public repository of structured organic reaction records Starting materials: CC(C)(C)OC(=O)N1CCNCC1, O=C([O-])[O-], Cc1ccccc1, Clc1cnc2ccccc2n1, [I-], [K+], [K+], [K+], O. The product is CC(C)(C)OC(=O)N1CCN(c2cnc3ccccc3n2)CC1. Reaction SMILES: [C:12]([CH3:13])([CH3:14])([CH3:15])[O:16][C:17](=[O:18])[N:19]1[CH2:20][CH2:21][NH:22][CH2:23][CH2:24]1.[C:25](=[O:26])([O-:27])[O-:28].[CH3:33][c:34]1[cH:35][cH:36][cH:37][cH:38][cH:39]1.[Cl:1][c:2]1[n:3][c:4]2[cH:5][cH:6][cH:7][cH:8][c:9]2[n:10][cH:11]1.[I-:32].[K+:29].[K+:30].[K+:31].[OH2:40]>>[c:2]1([N:22]2[CH2:21][CH2:20][N:19]([C:17]([O:16][C:12]([CH3:13])([CH3:14])[CH3:15])=[O:18])[CH2:24][CH2:23]2)[n:3][c:4]2[cH:5][cH:6][cH:7][cH:8][c:9]2[n:10][cH:11]1. The reactants are Cl, O=N[O-], NC1(c2ccccc2Cl)CCC=CC1=O, [Na+], [Na+], [OH-], O. Yields the product O=C1C=CCCC1(O)c1ccccc1Cl. Reaction SMILES: [ClH:23].[N:1]([O-:2])=[O:3].[NH2:5][C:6]1([c:13]2[c:14]([Cl:19])[cH:15][cH:16][cH:17][cH:18]2)[CH2:7][CH2:8][CH:9]=[CH:10][C:11]1=[O:12].[Na+:21].[Na+:4].[OH-:20].[OH2:22]>>[C:6]1([c:13]2[c:14]([Cl:19])[cH:15][cH:16][cH:17][cH:18]2)([OH:20])[CH2:7][CH2:8][CH:9]=[CH:10][C:11]1=[O:12]. The reactants are O=C(O)c1ccc(C2CC2)c(OCC2CCCO2)n1, CNC(=O)C(N)C(C)(C)C. Product: CNC(=O)C(NC(=O)c1ccc(C2CC2)c(OCC2CCCO2)n1)C(C)(C)C. RXN SMILES: [CH:1]1([c:4]2[cH:5][cH:6][c:7]([C:17](=[O:18])[OH:19])[n:8][c:9]2[O:10][CH2:11][CH:12]2[O:13][CH2:14][CH2:15][CH2:16]2)[CH2:2][CH2:3]1.[NH2:20][CH:21]([C:22](=[O:23])[NH:24][CH3:25])[C:26]([CH3:27])([CH3:28])[CH3:29]>>[CH:1]1([c:4]2[cH:5][cH:6][c:7]([C:17](=[O:19])[NH:20][CH:21]([C:22](=[O:23])[NH:24][CH3:25])[C:26]([CH3:27])([CH3:28])[CH3:29])[n:8][c:9]2[O:10][CH2:11][CH:12]2[O:13][CH2:14][CH2:15][CH2:16]2)[CH2:2][CH2:3]1. Starting materials: C(C)(C)(C)[Si](OC(CCC1CCC(N1)=O)CC1=CC(=CC=C1)F)(C)C (5-[3-(tert-butyl-dimethyl-silanyloxy)-4-(3-fluoro-phenyl)-butyl]-pyrrolidin-2-one), C[Si](C)(C)[N-][Si](C)(C)C.[Na+] (NaHMDS), BrCCCCCCC#N (7-bromoheptanenitrile). Yields the product C(C)(C)(C)[Si](OC(CCC1N(C(CC1)=O)CCCCCCC#N)CC1=CC(=CC=C1)F)(C)C (7-{2-[3-(tert-butyl-dimethyl-silanyloxy)-4-(3-fluoro-phenyl)-butyl]-5-oxo-pyrrolidin-1-yl}-heptanenitrile). Isolated yield 80.6%. As a reaction SMILES: [C:1]([Si:5]([CH3:25])([CH3:24])[O:6][CH:7]([CH2:16][C:17]1[CH:22]=[CH:21][CH:20]=[C:19]([F:23])[CH:18]=1)[CH2:8][CH2:9][CH:10]1[NH:14][C:13](=[O:15])[CH2:12][CH2:11]1)([CH3:4])([CH3:3])[CH3:2].C[Si]([N-][Si](C)(C)C)(C)C.[Na+].Br[CH2:37][CH2:38][CH2:39][CH2:40][CH2:41][CH2:42][C:43]#[N:44]>>[C:1]([Si:5]([CH3:25])([CH3:24])[O:6][CH:7]([CH2:16][C:17]1[CH:22]=[CH:21][CH:20]=[C:19]([F:23])[CH:18]=1)[CH2:8][CH2:9][CH:10]1[CH2:11][CH2:12][C:13](=[O:15])[N:14]1[CH2:37][CH2:38][CH2:39][CH2:40][CH2:41][CH2:42][C:43]#[N:44])([CH3:4])([CH3:3])[CH3:2] |f:1.2|. Reported procedure: Following the procedure described for Example 5, Step A, the anion derived 5-[3-(tert-butyl-dimethyl-silanyloxy)-4-(3-fluoro-phenyl)-butyl]-pyrrolidin-2-one (250 mg, 0.684 mmol) and NaHMDS (1M in THF, 0.80 mL, 0.80 mmol) was alkylated with 7-bromoheptanenitrile (142 mg, 0.748 mmol) at 70° C. for 72 h. Purification by medium pressure chromatography (1:1 hexanes:EtOAc to EtOAc to 5% MeOH in CH2Cl2) provided 7-{2-[3-(tert-butyl-dimethyl-silanyloxy)-4-(3-fluoro-phenyl)-butyl]-5-oxo-pyrrolidin-1-yl}-...